This data is from the Open Reaction Database (ORD), a public repository of structured organic reaction records. The task is: describe an organic reaction: reactants, conditions, products, and yield Reactants: C=C(C)C (isobutene), C(C)OC(C1=CC=C(C=C1)N)=O (4-aminobenzoic acid ethyl ester), C(=O)C=1C=C(C#N)C=CC1 (3-formyl-benzonitrile), O.[O-]S(=O)(=O)C(F)(F)F.[Yb+3].[O-]S(=O)(=O)C(F)(F)F.[O-]S(=O)(=O)C(F)(F)F (ytterbium(III) triflate hydrate). Solvent: C(C)#N (acetonitrile). Run at temperature 0 celsius, time 12 hour. The product is C(C)OC(=O)C=1C=C2C(CC(NC2=CC1)C1=CC(=CC=C1)C#N)(C)C (2-(3-cyano-phenyl)-4,4-dimethyl-1,2,3,4-tetrahydro-quinoline-6-carboxylic acid ethyl ester). Isolated yield 44.9%. Reaction SMILES: [CH2:1]([O:3][C:4](=[O:12])[C:5]1[CH:10]=[CH:9][C:8]([NH2:11])=[CH:7][CH:6]=1)[CH3:2].[CH:13]([C:15]1[CH:16]=[C:17]([CH:20]=[CH:21][CH:22]=1)[C:18]#[N:19])=O.O.[O-]S(C(F)(F)F)(=O)=O.[Yb+3].[O-]S(C(F)(F)F)(=O)=O.[O-]S(C(F)(F)F)(=O)=O.[CH2:49]=[C:50]([CH3:52])[CH3:51]>C(#N)C>[CH2:1]([O:3][C:4]([C:5]1[CH:10]=[C:9]2[C:8](=[CH:7][CH:6]=1)[NH:11][CH:13]([C:15]1[CH:22]=[CH:21][CH:20]=[C:17]([C:18]#[N:19])[CH:16]=1)[CH2:49][C:50]2([CH3:52])[CH3:51])=[O:12])[CH3:2] |f:2.3.4.5.6|. Reported procedure: A mixture of 4-aminobenzoic acid ethyl ester (3.3 g, 20 mmol), 3-formyl-benzonitrile (2.62 g, 20 mmol) and ytterbium(III) triflate hydrate (1.86 g, 3 mmol) in acetonitrile (150 mL) was cooled to 0° C. in a sealed reaction bottle. Then a cooled solution of isobutene (5.6 g, 100 mmol) was added into. The reaction mixture was heated to 90° C. and stirred for 12 h. The solvent was removed in vacuo and the residue was purified on flash silica gel chromatography (silica gel from QingDao, 200-300 mesh,... Starting materials: ClC1=CC=C(N=N1)C(=O)OC (methyl 6-chloropyridazin-3-carboxylate), C([O-])(O)=O.[Na+] (sodium bicarbonate), [H-].C(C(C)C)[Al+]CC(C)C.O1CCCC1 (diisobutyaluminum hydride tetrahydrofuran), Cl (hydrochloric acid). The solvent is O1CCCC1 (tetrahydrofuran), O (water). Reaction conditions: temperature 0 celsius, time 20 minute. Yields the product ClC1=CC=C(N=N1)CO ((6-chloropyridazin-3-yl)methanol). Yield: 12.2%. Reaction SMILES: [Cl:1][C:2]1[N:7]=[N:6][C:5]([C:8](OC)=[O:9])=[CH:4][CH:3]=1.[H-].C([Al+]CC(C)C)C(C)C.O1CCCC1.Cl.C(=O)(O)[O-].[Na+]>O1CCCC1.O>[Cl:1][C:2]1[N:7]=[N:6][C:5]([CH2:8][OH:9])=[CH:4][CH:3]=1 |f:1.2.3,5.6|. Procedure: In tetrahydrofuran (100 mL) was dissolved methyl 6-chloropyridazin-3-carboxylate (1.726 g), the solution was cooled to 0° C., 1M diisobutyaluminum hydride-tetrahydrofuran solution (20 mL) was added dropwise to the solution, and the mixture was stirred at the same temperature for 20 minutes. To the reaction mixture were successively added water (10 mL) and 1N hydrochloric acid (20 mL) at 0° C. After adding a saturated aqueous sodium bicarbonate solution to the mixture at room temperature, the mix... Reactants: N12CCCCCC2=NCCC1 (1,8-Diazabicyclo[5.4.0]undec-7-ene), CC1=CN=C(C=2N1N=C(N2)C[P+](C2=CC=CC=C2)(C2=CC=CC=C2)C2=CC=CC=C2)C ((5,8-Dimethyl-[1,2,4]triazolo[1,5-a]pyrazin-2-ylmethyl)-triphenyl-phosphonium), [Cl-] (chloride), CN1N=C(N=C1C=O)C1=CC=CC=C1 (2-Methyl-5-phenyl-2H-1,2,4-triazole-3-carbaldehyde). Run in C(Cl)Cl (DCM), O1CCCC1 (Tetrahydrofuran), C1CCOC1 (THF). Yields the product CC1=CN=C(C=2N1N=C(N2)CCC=2N(N=C(N2)C2=CC=CC=C2)C)C (5,8-Dimethyl-2-[2-(2-methyl-5-phenyl-2H-[1,2,4]triazol-3-yl)-ethyl]-[1,2,4]triazolo[1,5-a]pyrazine). Reaction SMILES: N12CCCN=C1CCCCC2.[CH3:12][C:13]1[N:18]2[N:19]=[C:20]([CH2:22][P+](C3C=CC=CC=3)(C3C=CC=CC=3)C3C=CC=CC=3)[N:21]=[C:17]2[C:16]([CH3:42])=[N:15][CH:14]=1.[Cl-].[CH3:44][N:45]1[C:49]([CH:50]=O)=[N:48][C:47]([C:52]2[CH:57]=[CH:56][CH:55]=[CH:54][CH:53]=2)=[N:46]1>O1CCCC1.C(Cl)Cl>[CH3:12][C:13]1[N:18]2[N:19]=[C:20]([CH2:22][CH2:50][C:49]3[N:45]([CH3:44])[N:46]=[C:47]([C:52]4[CH:53]=[CH:54][CH:55]=[CH:56][CH:57]=4)[N:48]=3)[N:21]=[C:17]2[C:16]([CH3:42])=[N:15][CH:14]=1. Procedure details: 1,8-Diazabicyclo[5.4.0]undec-7-ene (0.16 mL, 1.07 mmol) was added to a stirred suspension of (5,8-Dimethyl-[1,2,4]triazolo[1,5-a]pyrazin-2-ylmethyl)-triphenyl-phosphonium; chloride (0.490 g, 1.07 mmol) and 2-Methyl-5-phenyl-2H-1,2,4-triazole-3-carbaldehyde (0.200 g, 1.07 mmol) in Tetrahydrofuran (6.9 mL) in dry THF (8 mL) and the mixture was stirred at room temperature under an atmosphere of Argon overnight. DCM (50 ml) was added and the organic phase was extracted with water (2×50 ml), dried (M... The product is NC1=CC=C(C=N1)C(=O)N1CCOCC1 ((6-Amino-pyridin-3-yl)-morpholin-4-yl-methanone). Run at time 18 hour. The solvent is C(C)O (ethanol). Yield: 34.3%. Reported procedure: To a solution of morpholine (9.00 g, 103 mmol) in 400 mL ethanol was added N-(3-Dimethylaminopropyl)-N′-ethylcarbodiimide hydrochloride (10.0 g, 52.2 mmol), 1-hydroxybenzotriazole (7.00 g, 51.8 mmol), and 6-aminonicotinic acid (6.00 g, 43.4 mmol). After stirring for 18 hours, the resulting solid was filtered. This was triturated with a mixture of 100 mL methanol and 100 mL dichloromethane to yield (6-Amino-pyridin-3-yl)-morpholin-4-yl-methanone (3.08 g, 14.9 mmol). MS (ESI) 208.1 (M+H)+. Reactants: N1CCOCC1 (morpholine), Cl.CN(CCCN=C=NCC)C (N-(3-Dimethylaminopropyl)-N′-ethylcarbodiimide hydrochloride), ON1N=NC2=C1C=CC=C2 (1-hydroxybenzotriazole), NC1=NC=C(C(=O)O)C=C1 (6-aminonicotinic acid). RXN SMILES: [NH:1]1[CH2:6][CH2:5][O:4][CH2:3][CH2:2]1.Cl.CN(C)CCCN=C=NCC.ON1C2C=CC=CC=2N=N1.[NH2:29][C:30]1[CH:38]=[CH:37][C:33]([C:34](O)=[O:35])=[CH:32][N:31]=1>C(O)C>[NH2:29][C:30]1[N:31]=[CH:32][C:33]([C:34]([N:1]2[CH2:6][CH2:5][O:4][CH2:3][CH2:2]2)=[O:35])=[CH:37][CH:38]=1 |f:1.2|.